This data is from the Open Reaction Database (ORD), a public repository of structured organic reaction records. The task is: describe an organic reaction: reactants, conditions, products, and yield Starting materials: COC(C(=COCCBr)CC)=O (3-(2-Bromoethoxy)-2-ethyl-acrylic acid methyl ester), BrBr (bromine), BrBr (bromine). The reagents and catalysts are [C].[Pd] (palladium-carbon), [N+](=O)([O-])[O-].[Ag+] (silver nitrate). Run in CO (methanol). Run at temperature 50 celsius. The product is COC(C(COCCBr)CC)=O (3-(2-Bromoethoxy)-2-ethylpropionic acid methyl ester). RXN SMILES: [CH3:1][O:2][C:3](=[O:12])[C:4]([CH2:10][CH3:11])=[CH:5][O:6][CH2:7][CH2:8][Br:9].BrBr>CO.[C].[Pd].[N+]([O-])([O-])=O.[Ag+]>[CH3:1][O:2][C:3](=[O:12])[CH:4]([CH2:10][CH3:11])[CH2:5][O:6][CH2:7][CH2:8][Br:9] |f:3.4,5.6|. Procedure details: 47.4 g 3-(2-Bromoethoxy)-2-ethyl-acrylic acid methyl ester was hydrogenated in 300 ml methanol in the presence of 8 g 5% moist palladium-carbon catalyst at ambient temperature and pressure. After 75% of the expected amount of hydrogen had been consumed, the hydrogenation mixture was heated at 50° C. while the remaining 25% of the hydrogen was absorbed. When a sample of the filtered reaction mixture was titrated with silver nitrate, only approximately 1.1% of the bromine originally present was fo... Reactants: CC(C)c1ccc(C(=O)Cl)cc1, Nc1ccccc1C(=O)NCCc1ncc[nH]1. Yields the product Cl, CC(C)c1ccc(C(=O)Nc2ccccc2C(=O)NCCc2ncc[nH]2)cc1. RXN SMILES: [CH:18]([CH3:19])([CH3:20])[c:21]1[cH:22][cH:23][c:24]([C:25](=[O:26])[Cl:27])[cH:28][cH:29]1.[NH2:1][c:2]1[c:3]([C:4](=[O:5])[NH:6][CH2:7][CH2:8][c:9]2[nH:10][cH:11][cH:12][n:13]2)[cH:14][cH:15][cH:16][cH:17]1>>[ClH:27].[NH:1]([c:2]1[c:3]([C:4](=[O:5])[NH:6][CH2:7][CH2:8][c:9]2[n:10][cH:11][cH:12][nH:13]2)[cH:14][cH:15][cH:16][cH:17]1)[C:25]([c:24]1[cH:23][cH:22][c:21]([CH:18]([CH3:19])[CH3:20])[cH:29][cH:28]1)=[O:26]. Starting materials: CCS(=O)(=O)N (methyl-methanesulfonamide), BrC1=C2C=CC=NC2=C(C(=N1)C(=O)NCC1=CC=C(C=C1)F)O (5-bromo-N-(4-fluorobenzyl)-8-hydroxy-1,6-naphthyridine-7-carboxamide), Cu2O, N1=CC=CC=C1 (pyridine). Yields the product FC1=CC=C(CNC(=O)C2=NC(=C3C=CC=NC3=C2O)N(S(=O)(=O)C)C)C=C1 (N-(4-fluorobenzyl)-8-hydroxy-5-[methyl(methylsulfonyl)amino]-1,6-naphthyridine-7-carboxamide). Reaction SMILES: C[CH2:2][S:3]([NH2:6])(=[O:5])=[O:4].Br[C:8]1[N:17]=[C:16]([C:18]([NH:20][CH2:21][C:22]2[CH:27]=[CH:26][C:25]([F:28])=[CH:24][CH:23]=2)=[O:19])[C:15]([OH:29])=[C:14]2[C:9]=1[CH:10]=[CH:11][CH:12]=[N:13]2.N1C=CC=C[CH:31]=1>>[F:28][C:25]1[CH:26]=[CH:27][C:22]([CH2:21][NH:20][C:18]([C:16]2[C:15]([OH:29])=[C:14]3[C:9]([CH:10]=[CH:11][CH:12]=[N:13]3)=[C:8]([N:6]([CH3:31])[S:3]([CH3:2])(=[O:5])=[O:4])[N:17]=2)=[O:19])=[CH:23][CH:24]=1. Procedure details: To a mixture of methyl-methanesulfonamide (1.06 g, 9.65 mmol), 5-bromo-N-(4-fluorobenzyl)-8-hydroxy-1,6-naphthyridine-7-carboxamide (1.21 g, 3.22 mmol), and Cu2O (0.46 g, 3.22 mmol) under an atmosphere of argon was added pyridine (25 mL) and the suspension was stirred at reflux for 16 hr. The reaction was allowed to cool to room temperature and the solvent evaporated in vacuo. The residue was treated with DMF (12 mL) and TFA (0.5 mL) and filtered to remove the solids. The filtrate was purified b... Reactants: C(C1=CC=CC=C1)OP(=O)(OCC1=CC=CC=C1)OCCCOCC(C(=O)OC1=C(N(C(=C1OC(C(COCCCOP(=O)(OCC1=CC=CC=C1)OCC1=CC=CC=C1)(C)C)=O)C(=O)OCC)C1=CC=C(C=C1)OC)C(N(C)C)=O)(C)C (2-(dimethylcarbamoyl)-5-(ethoxycarbonyl)-1-(4-methoxyphenyl)-1H-pyrrole-3,4-diyl bis(3-(3-((bis(benzyloxy)phosphoryl)oxy)propoxy)-2,2-dimethylpropanoate)). Reagents/catalysts: [Pd] (Pd/C). Solvent: CO (MeOH). Yields the product CC(C(=O)OC1=C(N(C(=C1OC(C(COCCCOP(=O)(O)O)(C)C)=O)C(=O)OCC)C1=CC=C(C=C1)OC)C(N(C)C)=O)(COCCCOP(=O)(O)O)C (2-(dimethylcarbamoyl)-5-(ethoxycarbonyl)-1-(4-methoxyphenyl)-1H-pyrrole-3,4-diyl bis(2,2-dimethyl-3-(3-(phosphonooxy)propoxy)propanoate)). Yield: 101.0%. RXN SMILES: C([O:8][P:9]([O:19][CH2:20][CH2:21][CH2:22][O:23][CH2:24][C:25]([CH3:83])([CH3:82])[C:26]([O:28][C:29]1[C:33]([O:34][C:35](=[O:63])[C:36]([CH3:62])([CH3:61])[CH2:37][O:38][CH2:39][CH2:40][CH2:41][O:42][P:43]([O:53]CC2C=CC=CC=2)([O:45]CC2C=CC=CC=2)=[O:44])=[C:32]([C:64]([O:66][CH2:67][CH3:68])=[O:65])[N:31]([C:69]2[CH:74]=[CH:73][C:72]([O:75][CH3:76])=[CH:71][CH:70]=2)[C:30]=1[C:77](=[O:81])[N:78]([CH3:80])[CH3:79])=[O:27])([O:11]CC1C=CC=CC=1)=[O:10])C1C=CC=CC=1>CO.[Pd]>[CH3:83][C:25]([CH3:82])([CH2:24][O:23][CH2:22][CH2:21][CH2:20][O:19][P:9]([OH:10])([OH:11])=[O:8])[C:26]([O:28][C:29]1[C:33]([O:34][C:35](=[O:63])[C:36]([CH3:61])([CH3:62])[CH2:37][O:38][CH2:39][CH2:40][CH2:41][O:42][P:43]([OH:45])([OH:53])=[O:44])=[C:32]([C:64]([O:66][CH2:67][CH3:68])=[O:65])[N:31]([C:69]2[CH:70]=[CH:71][C:72]([O:75][CH3:76])=[CH:73][CH:74]=2)[C:30]=1[C:77](=[O:81])[N:78]([CH3:79])[CH3:80])=[O:27]. Procedure: A solution of 2-(dimethylcarbamoyl)-5-(ethoxycarbonyl)-1-(4-methoxyphenyl)-1H-pyrrole-3,4-diyl bis(3-(3-((bis(benzyloxy)phosphoryl)oxy)propoxy)-2,2-dimethylpropanoate) (56) (37 mg, 0.03 mmol) in MeOH (4 mL) was passed through a Thales ‘H-cube’ cartridge (10% Pd/C) at a flow rate of 1 mL/min at 40° C. under H2 (full H2 mode). The output was concentrated in vacuo to afford 2-(dimethylcarbamoyl)-5-(ethoxycarbonyl)-1-(4-methoxyphenyl)-1H-pyrrole-3,4-diyl bis(2,2-dimethyl-3-(3-(phosphonooxy)propoxy)p... Starting materials: C(C)N1N=CC=2C1=NC=C(C2O)C(C2=CC=C(C=C2)F)=O (1-Ethyl-5-(4-fluorobenzoyl)-4-hydroxy-1H-pyrazolo[3,4-b]pyridine), Cl.NO (hydroxylamine hydrochloride). The solvent is N1=CC=CC=C1 (pyridine). The product is C(C)N1N=CC=2C1=NC=C1C2ON=C1C1=CC=C(C=C1)F (6-Ethyl-3-(4-fluorophenyl)-6H-isoxazolo[5,4-d]pyrazolo[3,4-b]pyridine). As a reaction SMILES: [CH2:1]([N:3]1[C:7]2=[N:8][CH:9]=[C:10]([C:13](=O)[C:14]3[CH:19]=[CH:18][C:17]([F:20])=[CH:16][CH:15]=3)[C:11]([OH:12])=[C:6]2[CH:5]=[N:4]1)[CH3:2].Cl.[NH2:23]O>N1C=CC=CC=1>[CH2:1]([N:3]1[C:7]2=[N:8][CH:9]=[C:10]3[C:13]([C:14]4[CH:19]=[CH:18][C:17]([F:20])=[CH:16][CH:15]=4)=[N:23][O:12][C:11]3=[C:6]2[CH:5]=[N:4]1)[CH3:2] |f:1.2|. Procedure: 1-Ethyl-5-(4-fluorobenzoyl)-4-hydroxy-1H-pyrazolo[3,4-b]pyridine (3.35 g) was refluxed overnight in 75 ml of pyridine containing 4.0 g of hydroxylamine hydrochloride. The solvent was then evaporated and the residue triturated with 5% hydrochloric acid. The product thus obtained was washed with methanol and then chromatographed over silica gel (5% methanol/dichloromethane) to remove a trace of fluorescent impurity. After recrystallization from ethyl acetate/hexane, 2.83 g of product was obtained,... The reactants are CI (Methyl iodide), C(#N)CCCCCSC1=NSN=C1C=1C=NC=CC1 (3-(3-(5-cyanopentylthio)-1,2,5-thiadiazol-4-yl)pyridine). Solvent: CC(=O)C (acetone). Run at time 20 hour. Yields the product [I-].C(#N)CCCCCSC1=NSN=C1C=1C=[N+](C=CC1)C (3-(3-(5-Cyanopentylthio)-1,2,5-thiadiazol-4-yl)-1-methylpyridinium iodide). Reaction SMILES: [CH3:1][I:2].[C:3]([CH2:5][CH2:6][CH2:7][CH2:8][CH2:9][S:10][C:11]1[C:15]([C:16]2[CH:17]=[N:18][CH:19]=[CH:20][CH:21]=2)=[N:14][S:13][N:12]=1)#[N:4]>CC(C)=O>[I-:2].[C:3]([CH2:5][CH2:6][CH2:7][CH2:8][CH2:9][S:10][C:11]1[C:15]([C:16]2[CH:17]=[N+:18]([CH3:1])[CH:19]=[CH:20][CH:21]=2)=[N:14][S:13][N:12]=1)#[N:4] |f:3.4|. Reported procedure: Methyl iodide (1 ml, 15 mmol) was added to a solution of 3-(3-(5-cyanopentylthio)-1,2,5-thiadiazol-4-yl)pyridine (3 mmol) in acetone and the reaction mixture was stirred at room temperature for 20 h. and evaporated. Reaction conditions: time 1 hour. Solvent: N1=CC=CC=C1 (pyridine). Product: CS(=O)(=O)OC(C)CCOC1=CC=C(C=C1)F (4-(4-fluorophenoxy)-2-butanol methanesulfonate), intermediate 28. Reported procedure: To a stirred and cooled mixture of 10 parts of 4-(4-fluorophenoxy)-2-butanol and 30 parts of pyridine were added portionwise 7.4 parts of methanesulfonyl chloride at a temperature below 10° C. Upon completion, stirring was continued for 1 hour at room temperature. The reaction mixture was allowed to stand overnight in an ice-box. Then it was poured onto water and the product was extracted with dichloromethane. The extract was washed with a cold hydrochloric acid solution 20% and with water, drie... As a reaction SMILES: [F:1][C:2]1[CH:13]=[CH:12][C:5]([O:6][CH2:7][CH2:8][CH:9]([OH:11])[CH3:10])=[CH:4][CH:3]=1.[CH3:14][S:15](Cl)(=[O:17])=[O:16]>N1C=CC=CC=1>[CH3:14][S:15]([O:11][CH:9]([CH2:8][CH2:7][O:6][C:5]1[CH:12]=[CH:13][C:2]([F:1])=[CH:3][CH:4]=1)[CH3:10])(=[O:17])=[O:16]. Isolated yield 64.0%. Starting materials: 10, FC1=CC=C(OCCC(C)O)C=C1 (4-(4-fluorophenoxy)-2-butanol), CS(=O)(=O)Cl (methanesulfonyl chloride). Reactants: BrCC1=CC(=CC=C1)CBr (α,α′-Bisbromo-m-xylene), P(OCC)(OCC)OCC (triethyl phosphite), O (water). Solvent: CN(C)C=O (DMF). Conditions: temperature 150 celsius. Product: BrCC=1C=C(CP(OCC)(OCC)=O)C=CC1 (diethyl 3-(bromomethyl)benzylphosphonate). Isolated yield 72.3%. As a reaction SMILES: Br[CH2:2][C:3]1[CH:8]=[CH:7][CH:6]=[C:5]([CH2:9][Br:10])[CH:4]=1.[P:11]([O:18]CC)([O:15][CH2:16][CH3:17])[O:12][CH2:13][CH3:14].O>CN(C=O)C>[Br:10][CH2:9][C:5]1[CH:4]=[C:3]([CH:8]=[CH:7][CH:6]=1)[CH2:2][P:11](=[O:18])([O:15][CH2:16][CH3:17])[O:12][CH2:13][CH3:14]. Procedure details: To a solution of α,α′-Bisbromo-m-xylene (10.02 g, 37.95 mmol) in DMF (20 mL) was added triethyl phosphite (3.15 g, 3.3 mL, 19.98 mmol) via syringe. The mixture was heated to 150° C. for 2 minutes in a microwave. The reaction mixture was poured into water and product extracted with diethyl ether (3×25 mL). The combined organics were washed with water (2×50 mL) and brine (50 mL), and dried over Na2SO4. Reduced volume in vacuo and purified product by flash column eluting 30-100% ethyl acetate in he... Reactants: C1(CC1)C=1C(=CC(=NC1)C(=O)NC(C(=O)O)C(C)(C)C)OCC(F)(F)F (2-[[5-cyclopropyl-4-(2,2,2-trifluoroethoxy)pyridine-2-carbonyl]amino]-3,3-dimethyl-butanoic acid), N1CCC12COC2 (6-Oxa-1-azaspiro[3.3]heptane), C(C(=O)[O-])(=O)[O-] (ethanedioate). Yields the product C1(CC1)C=1C(=CC(=NC1)C(=O)NC(C(=O)N1CCC12COC2)C(C)(C)C)OCC(F)(F)F (5-cyclopropyl-N-[3,3-dimethyl-1-(6-oxa-1-azaspiro[3.3]heptan-1-yl)-1-oxobutan-2-yl]-4-(2,2,2-trifluoroethoxy)pyridine-2-carboxamide). RXN SMILES: [CH:1]1([C:4]2[C:5]([O:21][CH2:22][C:23]([F:26])([F:25])[F:24])=[CH:6][C:7]([C:10]([NH:12][CH:13]([C:17]([CH3:20])([CH3:19])[CH3:18])[C:14](O)=[O:15])=[O:11])=[N:8][CH:9]=2)[CH2:3][CH2:2]1.[NH:27]1[C:30]2([CH2:33][O:32][CH2:31]2)[CH2:29][CH2:28]1.C([O-])(=O)C([O-])=O>>[CH:1]1([C:4]2[C:5]([O:21][CH2:22][C:23]([F:24])([F:26])[F:25])=[CH:6][C:7]([C:10]([NH:12][CH:13]([C:17]([CH3:18])([CH3:19])[CH3:20])[C:14]([N:27]3[C:30]4([CH2:33][O:32][CH2:31]4)[CH2:29][CH2:28]3)=[O:15])=[O:11])=[N:8][CH:9]=2)[CH2:3][CH2:2]1. Procedure: The title compound was synthesized in analogy to Example 112e, using 2-[[5-cyclopropyl-4-(2,2,2-trifluoroethoxy)pyridine-2-carbonyl]amino]-3,3-dimethyl-butanoic acid (Example 194b) and 6-Oxa-1-azaspiro[3.3]heptane, ethanedioate (1:2) (CAN 1380571-72-1) as starting materials and isolated (27 mg, 46%); MS (ESI, m/z): 456.6 (M+H+). Reaction SMILES: [CH3:20][C:21]([OH:22])=[O:23].[Cl:1][CH:2]([CH3:3])[O:4][C:5](=[O:6])[NH:7][CH2:8][CH2:9][c:10]1[cH:11][c:12]([O:18][CH3:19])[c:13]([O:16][CH3:17])[cH:14][cH:15]1>>[CH:2]([CH3:3])([O:4][C:5](=[O:6])[NH:7][CH2:8][CH2:9][c:10]1[cH:11][c:12]([O:18][CH3:19])[c:13]([O:16][CH3:17])[cH:14][cH:15]1)[O:23][C:21]([CH3:20])=[O:22]. Product: COc1ccc(CCNC(=O)OC(C)OC(C)=O)cc1OC. The reactants are CC(=O)O, COc1ccc(CCNC(=O)OC(C)Cl)cc1OC.